Dataset: the Open Reaction Database (ORD), a public repository of structured organic reaction records. Task: describe an organic reaction: reactants, conditions, products, and yield The reactants are [H-].[Al+3].[Li+].[H-].[H-].[H-] (lithium aluminum hydride), COC(=O)C1=CC=C(C=C1)C1=C(C=CC=C1)C=1N=NN(N1)C(C)(C1=CC=CC=C1)C (2'-[2-(1-methyl-1-phenylethyl)-2H-tetrazol-5-yl]biphenyl-4-carboxylic acid methyl ester), O (water), [OH-].[Na+] (sodium hydroxide), O (water). Solvent: C1CCOC1 (THF). Run at temperature 0 celsius. The product is CC(C)(C1=CC=CC=C1)N1N=C(N=N1)C1=C(C=CC=C1)C1=CC=C(C=C1)CO (2'-[2-(1-methyl-1-phenylethyl)-2H-tetrazol-5-yl]-biphenyl-4-methanol). The yield is 99.5%. RXN SMILES: [H-].[Al+3].[Li+].[H-].[H-].[H-].C[O:8][C:9]([C:11]1[CH:16]=[CH:15][C:14]([C:17]2[CH:22]=[CH:21][CH:20]=[CH:19][C:18]=2[C:23]2[N:24]=[N:25][N:26]([C:28]([CH3:36])([C:30]3[CH:35]=[CH:34][CH:33]=[CH:32][CH:31]=3)[CH3:29])[N:27]=2)=[CH:13][CH:12]=1)=O.O.[OH-].[Na+]>C1COCC1>[CH3:36][C:28]([N:26]1[N:25]=[N:24][C:23]([C:18]2[CH:19]=[CH:20][CH:21]=[CH:22][C:17]=2[C:14]2[CH:13]=[CH:12][C:11]([CH2:9][OH:8])=[CH:16][CH:15]=2)=[N:27]1)([C:30]1[CH:31]=[CH:32][CH:33]=[CH:34][CH:35]=1)[CH3:29] |f:0.1.2.3.4.5,8.9|. Procedure details: A solution of lithium aluminum hydride (1.9 L, 1 M in THF) was cooled to -30° C. and 2'-[2-(1-methyl-1-phenylethyl)-2H-tetrazol-5-yl]biphenyl-4-carboxylic acid methyl ester (0.848 kg, 2.13 mol), prepared as in Example 3, in 3.5 L of THF was added at a rate such that the reaction temperature remained below -10° C. The mixture was allowed to warm to 0° C. and 77 mL of water, 77 mL of 15% sodium hydroxide and 230 mL of water were sequentially added. The mixture was filtered and the filter cake wash... Starting materials: C(C)N(C1=C(C=CC=C1)[C@H]1CC=2C=CC(=CC2CC1)OC(C(C)(C)C)=O)C(C1=CC=C(C=C1)O)=O (pivalic acid (R)-6-{2-[ethyl(4-hydroxybenzoyl)amino]phenyl}-5,6,7,8-tetrahydronaphthalen-2-yl ester), ClCC(=O)N1CCCCC1 (2-chloro-1-piperidin-1-ylethanone). Yields the product C(C)N(C1=C(C=CC=C1)[C@H]1CC=2C=CC(=CC2CC1)O)CC1=CC=C(C=C1)OCCN1CCCCC1 ((R)-6-{2-{Ethyl[4-(2-piperidin-1-ylethoxy)benzyl]amino}phenyl}-5,6,7,8-tetrahydronaphthalen-2-ol). The yield is 41.6%. RXN SMILES: [CH2:1]([N:3]([C:27](=O)[C:28]1[CH:33]=[CH:32][C:31]([OH:34])=[CH:30][CH:29]=1)[C:4]1[CH:9]=[CH:8][CH:7]=[CH:6][C:5]=1[C@@H:10]1[CH2:19][CH2:18][C:17]2[CH:16]=[C:15]([O:20]C(=O)C(C)(C)C)[CH:14]=[CH:13][C:12]=2[CH2:11]1)[CH3:2].Cl[CH2:37][C:38]([N:40]1[CH2:45][CH2:44][CH2:43][CH2:42][CH2:41]1)=O>>[CH2:1]([N:3]([CH2:27][C:28]1[CH:33]=[CH:32][C:31]([O:34][CH2:37][CH2:38][N:40]2[CH2:45][CH2:44][CH2:43][CH2:42][CH2:41]2)=[CH:30][CH:29]=1)[C:4]1[CH:9]=[CH:8][CH:7]=[CH:6][C:5]=1[C@@H:10]1[CH2:19][CH2:18][C:17]2[CH:16]=[C:15]([OH:20])[CH:14]=[CH:13][C:12]=2[CH2:11]1)[CH3:2]. Procedure: Synthesized from pivalic acid (R)-6-{2-[ethyl(4-hydroxybenzoyl)amino]phenyl}-5,6,7,8-tetrahydronaphthalen-2-yl ester (18 mg) and 2-chloro-1-piperidin-1-ylethanone (12 mg) according to an analogous synthetic method to Example 404 and purified by LC-MS, the title compound (7.7 mg) was obtained. Starting materials: CI (methyl iodide), [N+](=O)([O-])C(C)CC(CCCCCCCC)CC(=O)NC1=CC=CC=C1 (2-nitro-4-dodecylacetanilide), [OH-].[Na+] (sodium hydroxide). The solvent is CC(=O)C (acetone), CC(=O)C (acetone). Conditions: time 8 minute. Yields the product [N+](=O)([O-])C(C)CC(CCCCCCCC)CC(=O)N(C1=CC=CC=C1)C (2-nitro-4-dodecyl-N-methylacetanilide). Yield: 97.6%. Reaction SMILES: [CH3:1]I.[N+:3]([CH:6]([CH2:8][CH:9]([CH2:18][C:19]([NH:21][C:22]1[CH:27]=[CH:26][CH:25]=[CH:24][CH:23]=1)=[O:20])[CH2:10][CH2:11][CH2:12][CH2:13][CH2:14][CH2:15][CH2:16][CH3:17])[CH3:7])([O-:5])=[O:4].[OH-].[Na+]>CC(C)=O>[N+:3]([CH:6]([CH2:8][CH:9]([CH2:18][C:19]([N:21]([CH3:1])[C:22]1[CH:23]=[CH:24][CH:25]=[CH:26][CH:27]=1)=[O:20])[CH2:10][CH2:11][CH2:12][CH2:13][CH2:14][CH2:15][CH2:16][CH3:17])[CH3:7])([O-:5])=[O:4] |f:2.3|. Reported procedure: A solution of methyl iodide (130 g) in acetone (160 ml) was added to a stirred mixture of 2-nitro-4-dodecylacetanilide (196 g) and sodium hydroxide (130 g) in acetone (1100 ml) at room temperature. The mixture was heated rapidly and allowed to boil for 8 minutes, filtered hot and the filtrate evaporated to a semi-solid which was partitioned between toluene (800 ml) and water (400 ml). The organic layer was washed with water, dried and evaporated to give 199 g of 2-nitro-4-dodecyl-N-methylacetani... The reactants are NC1=CC=C(C=C1)C=1N(C2=CC(=CC=C2C1C#N)N1CCN(CC1)C)CC (2-(4-aminophenyl)-1-ethyl-6-(4-methylpiperazin-1-yl)indole-3-carbonitrile), C(CC)(=O)Cl (propionyl chloride). Run in N1=CC=CC=C1 (pyridine). Conditions: time 8 hour. Yields the product C(#N)C1=C(N(C2=CC(=CC=C12)N1CCN(CC1)C)CC)C1=CC=C(C=C1)NC(CC)=O (N-{4-[3-cyano-1-ethyl-6-(4-methylpiperazin-1-yl)indol-2-yl]phenyl}propionamide). Yield: 72.2%. As a reaction SMILES: [NH2:1][C:2]1[CH:7]=[CH:6][C:5]([C:8]2[N:9]([CH2:26][CH3:27])[C:10]3[C:15]([C:16]=2[C:17]#[N:18])=[CH:14][CH:13]=[C:12]([N:19]2[CH2:24][CH2:23][N:22]([CH3:25])[CH2:21][CH2:20]2)[CH:11]=3)=[CH:4][CH:3]=1.[C:28](Cl)(=[O:31])[CH2:29][CH3:30]>N1C=CC=CC=1>[C:17]([C:16]1[C:15]2[C:10](=[CH:11][C:12]([N:19]3[CH2:20][CH2:21][N:22]([CH3:25])[CH2:23][CH2:24]3)=[CH:13][CH:14]=2)[N:9]([CH2:26][CH3:27])[C:8]=1[C:5]1[CH:6]=[CH:7][C:2]([NH:1][C:28](=[O:31])[CH2:29][CH3:30])=[CH:3][CH:4]=1)#[N:18]. Procedure details: To a solution of the compound obtained in step B (54 mg, 0.15 mmol) in dry pyridine (1.5 mL) is added propionyl chloride (26 μL, 0.30 mmol). The mixture is stirred at room temperature overnight and the solvent is removed in vacuo. The residue is dissolved with DCM (5 mL) and washed with water (2×4 mL) and chromatographed (silica gel, MeOH/DCM, 0.5/9.5) to provide product, {N-{4-[3-cyano-1-ethyl-6-(4-methylpiperazin-1-yl)indol-2-yl]phenyl}propionamide (45 mg, 73%).